From a dataset of the Open Reaction Database (ORD), a public repository of structured organic reaction records. describe an organic reaction: reactants, conditions, products, and yield Reactants: C(C)(C)(C)NNC(CCCC)=O (1-t-butyl-2-valerylhydrazine), C(C1=CC=CC=C1)(=O)Cl (benzoyl chloride), [OH-].[Na+] (sodium hydroxide). Solvent: C1(=CC=CC=C1)C (toluene), C(C)OC(C)=O (ethylacetate). Reaction conditions: time 2.5 hour. The product is C(C)(C)(C)N(NC(CCCC)=O)C(C1=CC=CC=C1)=O (N'-t-butyl-N-valeryl-N'-benzoylhydrazine). As a reaction SMILES: [C:1]([NH:5][NH:6][C:7](=[O:12])[CH2:8][CH2:9][CH2:10][CH3:11])([CH3:4])([CH3:3])[CH3:2].[C:13](Cl)(=[O:20])[C:14]1[CH:19]=[CH:18][CH:17]=[CH:16][CH:15]=1.[OH-].[Na+]>C1(C)C=CC=CC=1.C(OC(=O)C)C>[C:1]([N:5]([C:13](=[O:20])[C:14]1[CH:19]=[CH:18][CH:17]=[CH:16][CH:15]=1)[NH:6][C:7](=[O:12])[CH2:8][CH2:9][CH2:10][CH3:11])([CH3:4])([CH3:3])[CH3:2] |f:2.3|. Reported procedure: To a stirred solution of 1-t-butyl-2-valerylhydrazine (4 g, 0.023M) in toluene (40 ml) at 5° C. was added benzoyl chloride (3.4 g, 0.024M) and 50% aq. sodium hydroxide (0.98 g, 0.024M). After addition, the mixture was warmed to room temperature and stirred 2.5 hour. The mixture was diluted with ethylacetate (50 ml) and washed with water (2×25 ml) and brine (1×25 ml). The organic layer was dried over magnesium sulfate and concentrated under vacuum to afford N'-t-butyl-N-valeryl-N'-benzoylhydrazin... Conditions: time 24 hour. Starting materials: C(C)(=O)O[C@H]1[C@@H](O[C@@H]([C@H]([C@@H]1OC(C)=O)OC(C)=O)COC(C)=O)N1C(SC(C1=O)=CC1=CC=CC=C1)=S (N-(2,3,4,6-Tetra-O-acetyl-β-D-glucopyranosyl)-5-benzylidenerhodanine), C(C=C)N (allylamine). Product: [C@@H]1([C@H](O)[C@@H](O)[C@H](O)[C@H](O1)CO)NC(=S)NCC=C (N-β-D-Glucopyranosyl-N'-allylthiourea). Run in CO (methanol). As a reaction SMILES: C([O:4][C@@H:5]1[C@@H:10]([O:11]C(=O)C)[C@H:9]([O:15]C(=O)C)[C@@H:8]([CH2:19][O:20]C(=O)C)[O:7][C@H:6]1[N:24]1C(=O)C(=CC2C=CC=CC=2)S[C:25]1=[S:37])(=O)C.[CH2:38]([NH2:41])[CH:39]=[CH2:40]>CO>[C@@H:6]1([NH:24][C:25]([NH:41][CH2:38][CH:39]=[CH2:40])=[S:37])[O:7][C@H:8]([CH2:19][OH:20])[C@@H:9]([OH:15])[C@H:10]([OH:11])[C@H:5]1[OH:4]. Reported procedure: N-(2,3,4,6-Tetra-O-acetyl-β-D-glucopyranosyl)-5-benzylidenerhodanine(2.204 g., 0.004 mole) was added to a solution of allylamine(2.74 g., 0.048 mole) in 50 ml. of methanol in a pressure bottle. The reaction mixture was stirred at room temperature for 24 hours in the pressure bottle with the stopper well closed. The reaction mixture was filtered and the filtrate was evaporated to a syrupy material. The residual syrup was dissolved in the minimum amount of acetone, and anhydrous ether was added to... The reactants are BrCC(C1=CC=C(C=C1)Cl)O (α-bromomethyl-4-chlorobenzyl alcohol), ClC1=C(OCC2OC=CCC2)C=CC(=C1)Cl (2-(2,4-dichlorophenoxymethyl)-3,4-dihydro-2H-pyran). The reagents and catalysts are O=P(Cl)(Cl)Cl (phosphorus oxytrichloride), C(C)N(CC)CC (triethylamine). Solvent: C(C)OCC (diethyl ether). Conditions: time 1 day. Yields the product ClC1=C(OC[C@H]2CCC[C@@H](O2)OC(CBr)C2=CC=C(C=C2)Cl)C=CC(=C1)Cl (trans-6-(2,4-dichlorophenoxymethyl)-2-[2-bromo-1-(4-chlorophenyl)ethoxy]tetrahydropyran), mixture. Yield: 30.3%. Reaction SMILES: [Br:1][CH2:2][CH:3]([OH:11])[C:4]1[CH:9]=[CH:8][C:7]([Cl:10])=[CH:6][CH:5]=1.[Cl:12][C:13]1[CH:26]=[C:25]([Cl:27])[CH:24]=[CH:23][C:14]=1[O:15][CH2:16][CH:17]1[CH2:22][CH2:21][CH:20]=[CH:19][O:18]1>C(OCC)C.O=P(Cl)(Cl)Cl.C(N(CC)CC)C>[Cl:12][C:13]1[CH:26]=[C:25]([Cl:27])[CH:24]=[CH:23][C:14]=1[O:15][CH2:16][C@@H:17]1[O:18][C@@H:19]([O:11][CH:3]([C:4]2[CH:9]=[CH:8][C:7]([Cl:10])=[CH:6][CH:5]=2)[CH2:2][Br:1])[CH2:20][CH2:21][CH2:22]1. Reported procedure: To a solution of 259 mg of α-bromomethyl-4-chlorobenzyl alcohol and 311 mg of 2-(2,4-dichlorophenoxymethyl)-3,4-dihydro-2H-pyran in 6 ml of diethyl ether was added one drop of phosphorus oxytrichloride, and the mixture was stirred at room temperature for 1 day. After 3 drops of triethylamine had been added, the solvent was evaporated off under reduced pressure and the residue was purified by column chromatography through silica gel eluted with a 5:50:11 by volume mixture of benzene, hexane and e...